This data is from the Open Reaction Database (ORD), a public repository of structured organic reaction records. The task is: describe an organic reaction: reactants, conditions, products, and yield The reactants are C1COCCO1, CCO, CCOC(=O)C1(C)CCC2(CC1)OCCO2, Cl, O. The product is CCOC(=O)C1(C)CCC(=O)CC1. Reaction SMILES: [CH2:22]1[O:23][CH2:24][CH2:25][O:26][CH2:27]1.[CH3:17][CH2:18][OH:19].[CH3:1][C:2]1([C:12](=[O:13])[O:14][CH2:15][CH3:16])[CH2:3][CH2:4][C:5]2([O:6][CH2:9][CH2:8][O:7]2)[CH2:10][CH2:11]1.[ClH:21].[OH2:20]>>[CH3:1][C:2]1([C:12](=[O:13])[O:14][CH2:15][CH3:16])[CH2:3][CH2:4][C:5](=[O:6])[CH2:10][CH2:11]1. Reactants: C(C)(C)(C)OC(=O)N1CC(CC1)OC1=CC=C(OCC2=NC3=C(N2CCOC)C=CC(=C3)C(=N)N)C=C1 (2-[4-(1-tert-butoxycarbonylpyrrolidin-3-yloxy)-phenoxymethyl]-1-(2-methoxyethyl)benzimidazole-5-carboxamidine), FC(C(=O)O)(F)F (trifluoroacetic acid), C(Cl)(Cl)Cl (chloroform). Conditions: time 5 minute. Yields the product Cl.Cl.N1CC(CC1)OC1=CC=C(OCC2=NC3=C(N2CCOC)C=CC(=C3)C(=N)N)C=C1 (2-[4-(Pyrrolidin-3-yloxy)phenoxymethyl]-1-(2-methoxyethyl)benzimidazole-5-carboxamidine Dihydrochloride). As a reaction SMILES: C(OC([N:8]1[CH2:12][CH2:11][CH:10]([O:13][C:14]2[CH:37]=[CH:36][C:17]([O:18][CH2:19][C:20]3[N:24]([CH2:25][CH2:26][O:27][CH3:28])[C:23]4[CH:29]=[CH:30][C:31]([C:33]([NH2:35])=[NH:34])=[CH:32][C:22]=4[N:21]=3)=[CH:16][CH:15]=2)[CH2:9]1)=O)(C)(C)C.FC(F)(F)C(O)=O.C(Cl)(Cl)[Cl:46]>>[ClH:46].[ClH:46].[NH:8]1[CH2:12][CH2:11][CH:10]([O:13][C:14]2[CH:15]=[CH:16][C:17]([O:18][CH2:19][C:20]3[N:24]([CH2:25][CH2:26][O:27][CH3:28])[C:23]4[CH:29]=[CH:30][C:31]([C:33]([NH2:35])=[NH:34])=[CH:32][C:22]=4[N:21]=3)=[CH:36][CH:37]=2)[CH2:9]1 |f:3.4.5|. Procedure details: To a solution of 2-[4-(1-tert-butoxycarbonylpyrrolidin-3-yloxy)-phenoxymethyl]-1-(2-methoxyethyl)benzimidazole-5-carboxamidine (115 mg) in chloroform (3 ml) was added trifluoroacetic acid (3 ml), and the mixture was stirred at 5 min. The solvent was evaporated and to the obtained residue was added 1N hydrogen chloride-diethyl ether (2 ml). The solvent was evaporated and the obtained residue was washed with tetrahydrofuran and dried under reduced pressure to give the title compound (97 mg).